The task is: describe an organic reaction: reactants, conditions, products, and yield. This data is from the Open Reaction Database (ORD), a public repository of structured organic reaction records. Conditions: time 3 hour. Reactants: COC=1C=CC(=CC1)P2(=S)SP(=S)(S2)C=3C=CC(=CC3)OC (Lawesson's reagent), FC(OC1=CC=C(OCCNC(C2=C(C=CC=C2F)F)=O)C=C1)(F)F (N-[2-(4-trifluoromethoxyphenoxy)ethyl]-2,6-difluorobenzamide). The product is FC(OC1=CC=C(OCCNC(C2=C(C=CC=C2F)F)=S)C=C1)(F)F (N-[2-(4-trifluoromethoxyphenoxy)ethyl]-2,6-difluorobenzthioamide). The solvent is C1(=CC=CC=C1)C (toluene). Reported procedure: Lawesson's reagent (1.94 g) was added to a toluene (20 ml) solution of N-[2-(4-trifluoromethoxyphenoxy)ethyl]-2,6-difluorobenzamide (1.44 g) and the mixture was stirred at room temperature for 3 hours. As a reaction SMILES: COC1C=CC(P2(SP(C3C=CC(OC)=CC=3)(=S)S2)=[S:10])=CC=1.[F:23][C:24]([F:47])([F:46])[O:25][C:26]1[CH:45]=[CH:44][C:29]([O:30][CH2:31][CH2:32][NH:33][C:34](=O)[C:35]2[C:40]([F:41])=[CH:39][CH:38]=[CH:37][C:36]=2[F:42])=[CH:28][CH:27]=1>C1(C)C=CC=CC=1>[F:23][C:24]([F:47])([F:46])[O:25][C:26]1[CH:45]=[CH:44][C:29]([O:30][CH2:31][CH2:32][NH:33][C:34](=[S:10])[C:35]2[C:40]([F:41])=[CH:39][CH:38]=[CH:37][C:36]=2[F:42])=[CH:28][CH:27]=1. The reactants are CC#N, Cl, O=[N+]([O-])c1ccc(F)c(F)c1, OC1CCNC1. Yields the product O=[N+]([O-])c1ccc(N2CCC(O)C2)c(F)c1. As a reaction SMILES: [CH3:19][C:20]#[N:21].[ClH:1].[F:8][c:9]1[cH:10][c:11]([N+:16](=[O:17])[O-:18])[cH:12][cH:13][c:14]1[F:15].[OH:2][CH:3]1[CH2:4][NH:5][CH2:6][CH2:7]1>>[OH:2][CH:3]1[CH2:4][N:5]([c:14]2[c:9]([F:8])[cH:10][c:11]([N+:16](=[O:17])[O-:18])[cH:12][cH:13]2)[CH2:6][CH2:7]1. Reactants: COc1ncccc1-c1cc(Br)cc(C(C)(C)C)c1, CC(C)c1cc(C(C)C)c(-c2ccccc2P(C(C)(C)C)C(C)(C)C)c(C(C)C)c1, [K+], [K+], [K+], CC(=O)[O-], CC(=O)[O-], Oc1ccccc1, O=P([O-])([O-])[O-], [Pd+2]. The product is COc1ncccc1-c1cc(Oc2ccccc2)cc(C(C)(C)C)c1. As a reaction SMILES: [Br:1][c:2]1[cH:3][c:4](-[c:12]2[c:13]([O:18][CH3:19])[n:14][cH:15][cH:16][cH:17]2)[cH:5][c:6]([C:8]([CH3:9])([CH3:10])[CH3:11])[cH:7]1.[C:27]([P:28]([C:29]([CH3:30])([CH3:31])[CH3:32])[c:33]1[cH:34][cH:35][cH:36][cH:37][c:38]1-[c:39]1[c:40]([CH:41]([CH3:42])[CH3:43])[cH:44][c:45]([CH:46]([CH3:47])[CH3:48])[cH:49][c:50]1[CH:51]([CH3:52])[CH3:53])([CH3:54])([CH3:55])[CH3:56].[K+:62].[K+:63].[K+:64].[O-:66][C:67]([CH3:68])=[O:69].[O-:70][C:71]([CH3:72])=[O:73].[OH:20][c:21]1[cH:22][cH:23][cH:24][cH:25][cH:26]1.[P:57]([O-:58])([O-:59])([O-:60])=[O:61].[Pd+2:65]>>[c:2]1([O:20][c:21]2[cH:22][cH:23][cH:24][cH:25][cH:26]2)[cH:3][c:4](-[c:12]2[c:13]([O:18][CH3:19])[n:14][cH:15][cH:16][cH:17]2)[cH:5][c:6]([C:8]([CH3:9])([CH3:10])[CH3:11])[cH:7]1. Reactants: CCN=C=NCCCN(C)C, CN(C)c1ccncc1, CCC(Oc1cncc(Cl)c1)C(=O)O, ClCCl, Cl, C[SiH](C)OC(C#CC(C)(C)N)C(C)(C)C. Yields the product CCC(Oc1cncc(Cl)c1)C(=O)NC(C)(C)C#CC(O[SiH](C)C)C(C)(C)C. Reaction SMILES: [CH3:31][N:32]([CH2:33][CH2:34][CH2:35][N:36]=[C:37]=[N:38][CH2:39][CH3:40])[CH3:41].[CH3:42][N:43]([CH3:44])[c:45]1[cH:46][cH:47][n:48][cH:49][cH:50]1.[Cl:1][c:2]1[cH:3][c:4]([O:8][CH:9]([C:10](=[O:11])[OH:12])[CH2:13][CH3:14])[cH:5][n:6][cH:7]1.[Cl:51][CH2:52][Cl:53].[ClH:30].[NH2:15][C:16]([C:17]#[C:18][CH:19]([C:20]([CH3:21])([CH3:22])[CH3:23])[O:24][SiH:25]([CH3:26])[CH3:27])([CH3:28])[CH3:29]>>[Cl:1][c:2]1[cH:3][c:4]([O:8][CH:9]([C:10](=[O:12])[NH:15][C:16]([C:17]#[C:18][CH:19]([C:20]([CH3:21])([CH3:22])[CH3:23])[O:24][SiH:25]([CH3:26])[CH3:27])([CH3:28])[CH3:29])[CH2:13][CH3:14])[cH:5][n:6][cH:7]1. Reactants: [Mg] (magnesium), [Si](C)(C)(C(C)(C)C)OCC(=O)N(C)OC (2-(tert-butyldimethylsilyloxy)-N-methoxy-N-methylacetamide), BrC1=CC(=CC=C1)F (1-bromo-3-fluorobenzene), BrCCBr (1,2-dibromoethane). Conditions: temperature -78 celsius, time 40 minute. Yields the product [Si](C)(C)(C(C)(C)C)OCC(=O)C1=CC(=CC=C1)F (2-(tert-butyldimethylsilyloxy)-1-(3-fluorophenyl)ethanone). Isolated yield 95.9%. As a reaction SMILES: [Mg].Br[C:3]1[CH:8]=[CH:7][CH:6]=[C:5]([F:9])[CH:4]=1.BrCCBr.[Si:14]([O:21][CH2:22][C:23](N(OC)C)=[O:24])([C:17]([CH3:20])([CH3:19])[CH3:18])([CH3:16])[CH3:15]>>[Si:14]([O:21][CH2:22][C:23]([C:3]1[CH:8]=[CH:7][CH:6]=[C:5]([F:9])[CH:4]=1)=[O:24])([C:17]([CH3:20])([CH3:19])[CH3:18])([CH3:16])[CH3:15]. Reported procedure: To a suspension of magnesium turnings (2.10 g, 85.7 mmol) in anhydrous THY (120 mL), was added slowly at RT 1-bromo-3-fluorobenzene (10.0 g, 57.2 mmol) and 1,2-dibromoethane (0.10 mL). After stirring for 40 min under argon, the mixture was cooled to −78° C., and 2-(tert-butyldimethylsilyloxy)-N-methoxy-N-methylacetamide (9.3 g, 40 mmol) was added. The resulting mixture was warmed to 0° C. and stirred for 2 h. The reaction was quenched with saturated NH4Cl (5.0 mL), and the insoluble material was... Starting materials: [BH4-], Fc1ccc(F)c(C(Sc2ccc(Cl)cc2)c2cc(Br)ncc2Cl)c1, [Li]CCCC, CN(C)C=O, CO, Cc1ccccc1, CCCCCC, [Na+], O. Yields the product OCc1cc(C(Sc2ccc(Cl)cc2)c2cc(F)ccc2F)c(Cl)cn1. RXN SMILES: [BH4-:36].[Br:6][c:7]1[n:8][cH:9][c:10]([Cl:30])[c:11]([CH:13]([c:14]2[c:15]([F:21])[cH:16][cH:17][c:18]([F:20])[cH:19]2)[S:22][c:23]2[cH:24][cH:25][c:26]([Cl:29])[cH:27][cH:28]2)[cH:12]1.[CH2:1]([Li:2])[CH2:3][CH2:4][CH3:5].[CH3:31][N:32]([CH:33]=[O:34])[CH3:35].[CH3:39][OH:40].[CH3:41][c:42]1[cH:43][cH:44][cH:45][cH:46][cH:47]1.[CH3:48][CH2:49][CH2:50][CH2:51][CH2:52][CH3:53].[Na+:37].[OH2:38]>>[c:7]1([CH2:33][OH:34])[n:8][cH:9][c:10]([Cl:30])[c:11]([CH:13]([c:14]2[c:15]([F:21])[cH:16][cH:17][c:18]([F:20])[cH:19]2)[S:22][c:23]2[cH:24][cH:25][c:26]([Cl:29])[cH:27][cH:28]2)[cH:12]1. Reactants: Cc1c([N+](=O)[O-])cc(C#N)c2nc[nH]c12, CO, [H][H]. The product is Cc1c(N)cc(C#N)c2nc[nH]c12. RXN SMILES: [C:1](#[N:2])[c:3]1[cH:4][c:5]([N+:13]([O-:14])=[O:15])[c:6]([CH3:12])[c:7]2[c:8]1[n:9][cH:10][nH:11]2.[CH3:18][OH:19].[H:16][H:17]>>[C:1](#[N:2])[c:3]1[cH:4][c:5]([NH2:13])[c:6]([CH3:12])[c:7]2[c:8]1[n:9][cH:10][nH:11]2. Reactants: C1(=CC=CC=C1)C1=NNC(=C1)C1=CC=CC=C1 (3,5-diphenylpyrazole), CO (methanol). The product is CN1N=C(C=C1C1=CC=CC=C1)C1=CC=CC=C1 (1-methyl- 3,5-diphenylpyrazole). Yield: 90.9%. RXN SMILES: [C:1]1([C:7]2[CH:11]=[C:10]([C:12]3[CH:17]=[CH:16][CH:15]=[CH:14][CH:13]=3)[NH:9][N:8]=2)[CH:6]=[CH:5][CH:4]=[CH:3][CH:2]=1.[CH3:18]O>>[CH3:18][N:8]1[C:7]([C:1]2[CH:6]=[CH:5][CH:4]=[CH:3][CH:2]=2)=[CH:11][C:10]([C:12]2[CH:17]=[CH:16][CH:15]=[CH:14][CH:13]=2)=[N:9]1. Reported procedure: A total of 181.5 g (0.825 mol) of 3,5-diphenylpyrazole and 791 g (24.7 mol) of methanol was used. A total of 175.8 g (91%) of 1-methyl- 3,5-diphenylpyrazole was obtained. The holdup of the bubble column was not taken into account.